This data is from the Open Reaction Database (ORD), a public repository of structured organic reaction records. The task is: describe an organic reaction: reactants, conditions, products, and yield Starting materials: C(C)(C)(C)[SiH2]OC(C=1C=C(C=C(C1)N(C)C)CO)(C)C ([3-(tert-butyl-dimethyl-silanyloxymethyl)-5-dimethylamino-phenyl]-methanol), CC(=O)OI1(C=2C=CC=CC2C(=O)O1)(OC(=O)C)OC(=O)C (Dess-Martin periodinane), C([O-])(O)=O.[Na+] (sodium bicarbonate). The solvent is C(Cl)Cl (methylene chloride), C(Cl)Cl (methylene chloride). Run at time 15 minute. The product is C(C)(C)(C)[SiH2]OC(C=1C=C(C=O)C=C(C1)N(C)C)(C)C (3-(tert-butyl-dimethyl-silanyloxymethyl)-5-dimethylamino-benzaldehyde). Isolated yield 64.6%. RXN SMILES: CC(OI1(OC(C)=O)(OC(C)=O)OC(=O)C2C=CC=CC1=2)=O.[C:23]([SiH2:27][O:28][C:29]([CH3:42])([CH3:41])[C:30]1[CH:31]=[C:32]([CH2:39][OH:40])[CH:33]=[C:34]([N:36]([CH3:38])[CH3:37])[CH:35]=1)([CH3:26])([CH3:25])[CH3:24].C(=O)(O)[O-].[Na+]>C(Cl)Cl>[C:23]([SiH2:27][O:28][C:29]([CH3:42])([CH3:41])[C:30]1[CH:31]=[C:32]([CH:33]=[C:34]([N:36]([CH3:38])[CH3:37])[CH:35]=1)[CH:39]=[O:40])([CH3:26])([CH3:25])[CH3:24] |f:2.3|. Reported procedure: A suspension of Dess-Martin periodinane (available from Aldrich Chemical Company, Inc., 1001 West Saint Paul Avenue, Milwaukee, Wis. 53233, USA; 538 mg, 1.27 mmol) in methylene chloride (10 mL) was pipetted into a magnetically stirred solution of [3-(tert-butyl-dimethyl-silanyloxymethyl)-5-dimethylamino-phenyl]-methanol (288 mg, 0.986 mmol) in methylene chloride (20 mL). The mixture was stirred for 15 min. Powdered sodium bicarbonate (˜500 mg) was added and the volatiles were removed in vacuo. T...